From a dataset of the Open Reaction Database (ORD), a public repository of structured organic reaction records. describe an organic reaction: reactants, conditions, products, and yield Starting materials: NCCCP(O)O (3-aminopropylphosphonous acid), O1C(CN2C(C=3C(C2=O)=CC=CC3)=O)C1 (N-(2,3-epoxypropyl)phthalimide). The reagents and catalysts are [I-].[Zn+2].[I-] (zinc iodide). The solvent is C[Si](N[Si](C)(C)C)(C)C (hexamethyldisilazane), Cl (hydrochloric acid). Run at time 1 hour. Yields the product NCCCP(O)(=O)CC(CN1C(C=2C(C1=O)=CC=CC2)=O)O (3-aminopropyl(2-hydroxy-3-phthalimido-propyl)phosphinic acid). Reaction SMILES: [NH2:1][CH2:2][CH2:3][CH2:4][P:5]([OH:7])[OH:6].[O:8]1[CH2:22][CH:9]1[CH2:10][N:11]1[C:15](=[O:16])[C:14]2=[CH:17][CH:18]=[CH:19][CH:20]=[C:13]2[C:12]1=[O:21]>C[Si](C)(C)N[Si](C)(C)C.Cl.[I-].[Zn+2].[I-]>[NH2:1][CH2:2][CH2:3][CH2:4][P:5]([CH2:22][CH:9]([OH:8])[CH2:10][N:11]1[C:15](=[O:16])[C:14]2=[CH:17][CH:18]=[CH:19][CH:20]=[C:13]2[C:12]1=[O:21])(=[O:7])[OH:6] |f:4.5.6|. Procedure details: A suspension of 2.46 g of 3-aminopropylphosphonous acid in 20 ml of hexamethyldisilazane is heated to reflux under an inert atmosphere for 24 hours after which a clear solution results. The excess hexamethyldisilazane is removed by distillation at atmospheric pressure under a slight positive pressure of inert gas to afford a colourless oil. The oil is cooled to circa 66° and treated with 0.64 g of anhydrous zinc iodide and 4.62 g of N-(2,3-epoxypropyl)phthalimide. An exothermic reaction occurs. ...